Dataset: the Open Reaction Database (ORD), a public repository of structured organic reaction records. Task: describe an organic reaction: reactants, conditions, products, and yield The reactants are [Cl-].[Al+3].[Cl-].[Cl-] (aluminium chloride), ClC(=O)OC1=C(C=C(C=C1)C)C (2,4-dimethylphenyl chloroformate). Run at temperature 200 celsius. Product: CC1=C(C=CC(=C1)C)Cl (2,4-Dimethylchlorobenzene). Isolated yield 20.0%. Reaction SMILES: [Cl-:1].[Al+3].[Cl-].[Cl-].ClC(O[C:9]1[CH:14]=[CH:13][C:12]([CH3:15])=[CH:11][C:10]=1[CH3:16])=O>>[CH3:16][C:10]1[CH:11]=[C:12]([CH3:15])[CH:13]=[CH:14][C:9]=1[Cl:1] |f:0.1.2.3|. Procedure details: 0.5 g of anhydrous aluminium chloride was added to 15 g of 2,4-dimethylphenyl chloroformate and the mixture was heated at 200° C. for 3 hours at normal pressure. The reaction mixture was cooled and worked up as described in Example 1. 2,4-Dimethylchlorobenzene was obtained in a yield of 20%, which is considerable despite the unfavourable substitution pattern. The reactants are CCOC(=O)c1cn(C2CC2)c2c(Cl)c(F)ccc2c1=O, CC(=O)O, O, O=S(=O)(O)O. Yields the product O=C(O)c1cn(C2CC2)c2c(Cl)c(F)ccc2c1=O. RXN SMILES: [CH2:1]([CH3:2])[O:3][C:4](=[O:5])[c:6]1[cH:7][n:8]([CH:19]2[CH2:20][CH2:21]2)[c:9]2[c:10]([Cl:18])[c:11]([F:17])[cH:12][cH:13][c:14]2[c:15]1=[O:16].[CH3:22][C:23](=[O:24])[OH:25].[OH2:26].[S:27](=[O:28])(=[O:29])([OH:30])[OH:31]>>[O:3]=[C:4]([OH:5])[c:6]1[cH:7][n:8]([CH:19]2[CH2:20][CH2:21]2)[c:9]2[c:10]([Cl:18])[c:11]([F:17])[cH:12][cH:13][c:14]2[c:15]1=[O:16]. Reactants: NC1=NC(N(C=C1)C1C(C(C(O1)CO)OC(C(C(C)C)N)=O)(C)O)=O (2-amino-3-methyl-butyric acid 5-(4-amino-2-oxo-2H-pyrimidin-1-yl)-4-hydroxy-2-hydroxymethyl-4-methyl-tetrahydro-furan-3-yl ester), Cl (HCl), 3′-valinyl ester, ester. The solvent is CCO (EtOH). Product: Cl.Cl.NC1=NC(N(C=C1)C1C(C(C(O1)CO)OC(C(C(C)C)N)=O)(C)O)=O (2-amino-3-methyl-butyric acid 5-(4-amino-2-oxo-2H-pyrimidin-1-yl)-4-hydroxy-2-hydroxymethyl-4-methyl-tetrahydro-furan-3-yl ester, dihydrochloride salt), final product. As a reaction SMILES: [NH2:1][C:2]1[CH:7]=[CH:6][N:5]([CH:8]2[O:12][CH:11]([CH2:13][OH:14])[CH:10]([O:15][C:16](=[O:22])[CH:17]([NH2:21])[CH:18]([CH3:20])[CH3:19])[C:9]2([OH:24])[CH3:23])[C:4](=[O:25])[N:3]=1.[ClH:26]>CCO>[ClH:26].[ClH:26].[NH2:1][C:2]1[CH:7]=[CH:6][N:5]([CH:8]2[O:12][CH:11]([CH2:13][OH:14])[CH:10]([O:15][C:16](=[O:22])[CH:17]([NH2:21])[CH:18]([CH3:20])[CH3:19])[C:9]2([OH:24])[CH3:23])[C:4](=[O:25])[N:3]=1 |f:3.4.5|. Procedure details: The 3′-valinyl ester can be made into a salt by any means known in the art, including, reacting the 3′-valanyl ester of β-D-2′-C-methyl-cytidine with HCl in EtOH to provide 2-amino-3-methyl-butyric acid 5-(4-amino-2-oxo-2H-pyrimidin-1-yl)-4-hydroxy-2-hydroxymethyl-4-methyl-tetrahydro-furan-3-yl ester, dihydrochloride salt as a final product. Reactants: CON=C(C(=O)OCC)C=1N=C(SC1)NC(=O)OCC(Cl)(Cl)Cl (ethyl α-methoxyimino-[2-(β,β,β-trichloroethoxycarbonylamino)thiazol-4-yl)acetate), [OH-].[K+] (KOH), O (water). Solvent: C(C)O (ethanol), C(C)O (ethanol). Reaction conditions: time 1 hour. Yields the product CON=C(C(=O)O)C=1N=C(SC1)NC(=O)OCC(Cl)(Cl)Cl (α-methoxyimino-[2-(β,β,β-trichloroethoxycarbonylamino)thiazol-4-yl]acetic acid). RXN SMILES: [CH3:1][O:2][N:3]=[C:4]([C:10]1[N:11]=[C:12]([NH:15][C:16]([O:18][CH2:19][C:20]([Cl:23])([Cl:22])[Cl:21])=[O:17])[S:13][CH:14]=1)[C:5]([O:7]CC)=[O:6].[OH-].[K+].O>C(O)C>[CH3:1][O:2][N:3]=[C:4]([C:10]1[N:11]=[C:12]([NH:15][C:16]([O:18][CH2:19][C:20]([Cl:23])([Cl:21])[Cl:22])=[O:17])[S:13][CH:14]=1)[C:5]([OH:7])=[O:6] |f:1.2|. Procedure details: To a solution of 8.1 g. of ethyl α-methoxyimino-[2-(β,β,β-trichloroethoxycarbonylamino)thiazol-4-yl)acetate in 50 ml. of ethanol is added a solution of 11.2 g. of KOH in a mixture of 30 ml. of water and 150 ml. of ethanol. The whole mixture is stirred at room temperature for 1 hour, and then concentrated under reduced pressure. The residue is extracted with ethyl acetate. The water layer is made acidic with 10% aq. HCl and the separated solid is collected. Recrystallization of the solid from aq....